describe an organic reaction: reactants, conditions, products, and yield From a dataset of the Open Reaction Database (ORD), a public repository of structured organic reaction records. Reactants: SCC(=O)N (2-Mercaptoacetamide), ClC(C(=O)OC)=C (methyl 2-chloroacrylate), C([O-])([O-])=O.[K+].[K+] (potassium carbonate). Solvent: CC(=O)C (acetone). The product is ClC(CSCC(=O)N)C(=O)OC (5-Chloro-5-methoxycarbonyl-3-thiapentanamide). Isolated yield 85.8%. Reaction SMILES: [SH:1][CH2:2][C:3]([NH2:5])=[O:4].[Cl:6][C:7](=[CH2:12])[C:8]([O:10][CH3:11])=[O:9].C(=O)([O-])[O-].[K+].[K+]>CC(C)=O>[Cl:6][CH:7]([C:8]([O:10][CH3:11])=[O:9])[CH2:12][S:1][CH2:2][C:3]([NH2:5])=[O:4] |f:2.3.4|. Procedure details: 2-Mercaptoacetamide (10.0 g) and methyl 2-chloroacrylate (13.24 g) were dissolved in warm acetone (100 ml), and potassium carbonate (7.58 g) was added in one portion. Heat was evolved. The mixture was heated to reflux for 2 hours. The red solution was filtered hot using a filter aid, and the residue washed with hot acetone (×2). The filtrate and washings were combined and evaporated to obtain the title compound as a red oil (19.92 g) 1H n.m.r. δ (CDCl3 /DMSO-d6) 3.05-3.18 (4H, overlapping s and ...